From a dataset of the Open Reaction Database (ORD), a public repository of structured organic reaction records. describe an organic reaction: reactants, conditions, products, and yield Reactants: [N+](=O)([O-])C1=CC=C(C=C1)N=C=S (4-nitrophenyl isothiocyanate), C1=CC(=CC=C1CC2=CC=C(C=C2)N)N (4,4'-diaminodiphenyl methane). Solvent: O1CCOCC1 (dioxane), O1CCOCC1 (dioxane). Conditions: time 24 hour. The product is C(C1=CC=C(C=C1)NC(=S)NC1=CC=C(C=C1)[N+](=O)[O-])C1=CC=C(C=C1)NC(=S)NC1=CC=C(C=C1)[N+](=O)[O-] (N,N"-(methylenedi-4,1-phenylene)bis[N'-(4-nitrophenyl)thiourea]). RXN SMILES: [N+:1]([C:4]1[CH:9]=[CH:8][C:7]([N:10]=[C:11]=[S:12])=[CH:6][CH:5]=1)([O-:3])=[O:2].[CH:13]1[C:18]([CH2:19][C:20]2[CH:25]=[CH:24][C:23]([NH2:26])=[CH:22][CH:21]=2)=[CH:17][CH:16]=[C:15]([NH2:27])[CH:14]=1>O1CCOCC1>[CH2:19]([C:20]1[CH:25]=[CH:24][C:23]([NH:26][C:11]([NH:10][C:7]2[CH:6]=[CH:5][C:4]([N+:1]([O-:3])=[O:2])=[CH:9][CH:8]=2)=[S:12])=[CH:22][CH:21]=1)[C:18]1[CH:13]=[CH:14][C:15]([NH:27][C:11]([NH:10][C:7]2[CH:6]=[CH:5][C:4]([N+:1]([O-:3])=[O:2])=[CH:9][CH:8]=2)=[S:12])=[CH:16][CH:17]=1. Reported procedure: A solution of 4-nitrophenyl isothiocyanate (0.45 g, 2.52 mmol) in dioxane (25 mL) is slowly added, with magnetic stirring, to a solution of 4,4'-diaminodiphenyl methane (0.25 g, 1.26 mmol) in dioxane (10 mL). After 24 hours of stirring at room temperature, the solvent is removed by vacuum evaporation. The solid obtained is washed with n-hexane (3×25 mL) and isopropanol (3×10 mL). Next, the solid is dissolved in ethyl acetate (50 mL) and washed with water (3×25 mL). The organic phase is dried wit... Reactants: CC(=O)Cl, COC(OC)c1cc(C(=O)c2ccccc2)ccc1N, O, c1ccncc1. The product is COC(OC)c1cc(C(=O)c2ccccc2)ccc1NC(C)=O. Reaction SMILES: [CH3:27][C:28]([Cl:29])=[O:30].[NH2:1][c:2]1[c:3]([CH:16]([O:17][CH3:18])[O:19][CH3:20])[cH:4][c:5]([C:8](=[O:9])[c:10]2[cH:11][cH:12][cH:13][cH:14][cH:15]2)[cH:6][cH:7]1.[OH2:31].[cH:21]1[cH:22][cH:23][n:24][cH:25][cH:26]1>>[NH:1]([c:2]1[c:3]([CH:16]([O:17][CH3:18])[O:19][CH3:20])[cH:4][c:5]([C:8](=[O:9])[c:10]2[cH:11][cH:12][cH:13][cH:14][cH:15]2)[cH:6][cH:7]1)[C:28]([CH3:27])=[O:30]. Reactants: O=C([O-])[O-], CI, CN(C)C=O, [K+], [K+], O=C1CCCc2[nH]c(=O)ccc21. Product: Cn1c2c(ccc1=O)C(=O)CCC2. Reaction SMILES: [C:13](=[O:14])([O-:15])[O-:16].[CH3:19][I:20].[CH3:21][N:22]([CH3:23])[CH:24]=[O:25].[K+:17].[K+:18].[nH:1]1[c:2](=[O:12])[cH:3][cH:4][c:5]2[c:10]1[CH2:9][CH2:8][CH2:7][C:6]2=[O:11]>>[n:1]1([CH3:13])[c:2](=[O:12])[cH:3][cH:4][c:5]2[c:10]1[CH2:9][CH2:8][CH2:7][C:6]2=[O:11]. Starting materials: C(C)(C)C1=C(C=CC(=C1)[N+](=O)[O-])NC(C)=O (N-(2-Isopropyl-4-nitro-phenyl)-acetamide), Cl (hydrochloric acid). Solvent: C(C)O (ethanol). Yields the product C(C)(C)C1=C(C=CC(=C1)[N+](=O)[O-])N (2-isopropyl-4-nitro-phenylamine). The yield is 86.3%. Reaction SMILES: [CH:1]([C:4]1[CH:9]=[C:8]([N+:10]([O-:12])=[O:11])[CH:7]=[CH:6][C:5]=1[NH:13]C(=O)C)([CH3:3])[CH3:2].Cl>C(O)C>[CH:1]([C:4]1[CH:9]=[C:8]([N+:10]([O-:12])=[O:11])[CH:7]=[CH:6][C:5]=1[NH2:13])([CH3:3])[CH3:2]. Procedure details: N-(2-Isopropyl-4-nitro-phenyl)-acetamide (3 g, 13.5 mmol) was dissolved in absolute ethanol (20 mL) and 5N hydrochloric acid (20 mL) was added. The mixture was heated to reflux overnight, cooled to r.t. then concentrated in vacuo to remove the ethanol. The mixture was basified with dilute sodium hydroxide solution and extracted with ethyl acetate. The combined organic layers were washed with water and brine solution, dried over sodium sulfate and concentrated. The crude product was purified by c... The reactants are [Cl-], Nc1ccccc1, Nc1cc(=O)[nH]c(Cc2ccccc2)n1, [Na+], [OH-], O, N#[N+]c1ccccc1. Product: Nc1nc(Cc2ccccc2)[nH]c(=O)c1N=Nc1ccccc1. RXN SMILES: [Cl-:1].[NH2:10][c:11]1[cH:12][cH:13][cH:14][cH:15][cH:16]1.[NH2:17][c:18]1[n:19][c:20]([CH2:25][c:26]2[cH:27][cH:28][cH:29][cH:30][cH:31]2)[nH:21][c:22](=[O:24])[cH:23]1.[Na+:33].[OH-:32].[OH2:34].[c:2]1([N+:8]#[N:9])[cH:3][cH:4][cH:5][cH:6][cH:7]1>>[c:2]1([N:8]=[N:9][c:23]2[c:18]([NH2:17])[n:19][c:20]([CH2:25][c:26]3[cH:27][cH:28][cH:29][cH:30][cH:31]3)[nH:21][c:22]2=[O:24])[cH:3][cH:4][cH:5][cH:6][cH:7]1. The reactants are CCOC(=O)Nc1cc2ccccc2cc1F, O=C(O)C(F)(F)F. The product is CCOC(=O)Nc1c(F)cc2ccccc2c1F. As a reaction SMILES: [CH2:1]([CH3:2])[O:3][C:4]([NH:5][c:6]1[cH:7][c:8]2[cH:9][cH:10][cH:11][cH:12][c:13]2[cH:14][c:15]1[F:16])=[O:17].[OH:18][C:19]([C:20]([F:21])([F:22])[F:23])=[O:24]>>[CH2:1]([CH3:2])[O:3][C:4]([NH:5][c:6]1[c:7]([F:22])[c:8]2[cH:9][cH:10][cH:11][cH:12][c:13]2[cH:14][c:15]1[F:16])=[O:17].